Task: describe an organic reaction: reactants, conditions, products, and yield. Dataset: the Open Reaction Database (ORD), a public repository of structured organic reaction records Reactants: C(=O)(OC(C)(C)C)N1[C@@H](CCC1)C1=CC2=NC=CC(=C2O1)Cl (2-(1-BOC-2-(S)-pyrrolidinyl)-7-chlorofuro[3,2-b]pyridine), H2CO, Cl (HCl). Run in C(=O)O (HCO2H). The product is Cl.ClC1=C2C(=NC=C1)C=C(O2)[C@H]2N(CCC2)C (7-chloro-2-(1-methyl-2-(S)-pyrrolidinyl)furo[3,2-b]pyridine hydrochloride). Yield: 15.0%. Reaction SMILES: [C:1]([N:8]1[CH2:12][CH2:11][CH2:10][C@H:9]1[C:13]1[O:21][C:20]2[C:15](=[N:16][CH:17]=[CH:18][C:19]=2[Cl:22])[CH:14]=1)(OC(C)(C)C)=O.Cl>C(O)=O>[ClH:22].[Cl:22][C:19]1[CH:18]=[CH:17][N:16]=[C:15]2[CH:14]=[C:13]([C@@H:9]3[CH2:10][CH2:11][CH2:12][N:8]3[CH3:1])[O:21][C:20]=12 |f:3.4|. Procedure: A solution of 2-(1-BOC-2-(S)-pyrrolidinyl)-7-chlorofuro[3,2-b]pyridine, from step 51a above, in HCO2H (15.0 mL, 88%) and H2CO (15 mL, 37%) was refluxed for one hour. After cooling to room temperature and the solution was acidified to pH=2.0 with 1 N aqueous HCl and washed with Et2O (150 mL). The aqueous layer was basified with 15% NaOH and extracted with CH2Cl2 (4×400 mL). The combined CH2Cl2 extracts were dried (MgSO4) and concentrated. The crude material was chromatographed (silica gel; CH2Cl2... Reactants: CC(C)(C)OC(N)=O, O=C([O-])[O-], C1COCCO1, [Cs+], [Cs+], CC1(C)C=C(c2ccc(F)cc2)c2ccc(OS(=O)(=O)C(F)(F)F)cc2O1, O=C(C=Cc1ccccc1)C=Cc1ccccc1, O=C(C=Cc1ccccc1)C=Cc1ccccc1, O=C(C=Cc1ccccc1)C=Cc1ccccc1, [Pd], [Pd]. Yields the product CC(C)(C)OC(=O)Nc1ccc2c(c1)OC(C)(C)C=C2c1ccc(F)cc1. As a reaction SMILES: [C:28]([NH2:29])([O:30][C:31]([CH3:32])([CH3:33])[CH3:34])=[O:35].[C:36](=[O:37])([O-:38])[O-:39].[CH2:98]1[O:99][CH2:100][CH2:101][O:102][CH2:103]1.[Cs+:40].[Cs+:41].[F:1][c:2]1[cH:3][cH:4][c:5]([C:8]2=[CH:9][C:10]([CH3:26])([CH3:27])[O:11][c:12]3[cH:13][c:14]([O:18][S:19]([C:20]([F:21])([F:22])[F:23])(=[O:24])=[O:25])[cH:15][cH:16][c:17]32)[cH:6][cH:7]1.[O:44]=[C:45]([CH:46]=[CH:47][c:48]1[cH:49][cH:50][cH:51][cH:52][cH:53]1)[CH:54]=[CH:55][c:56]1[cH:57][cH:58][cH:59][cH:60][cH:61]1.[O:62]=[C:63]([CH:64]=[CH:65][c:66]1[cH:67][cH:68][cH:69][cH:70][cH:71]1)[CH:72]=[CH:73][c:74]1[cH:75][cH:76][cH:77][cH:78][cH:79]1.[O:80]=[C:81]([CH:82]=[CH:83][c:84]1[cH:85][cH:86][cH:87][cH:88][cH:89]1)[CH:90]=[CH:91][c:92]1[cH:93][cH:94][cH:95][cH:96][cH:97]1.[Pd:42].[Pd:43]>>[F:1][c:2]1[cH:3][cH:4][c:5]([C:8]2=[CH:9][C:10]([CH3:26])([CH3:27])[O:11][c:12]3[cH:13][c:14]([NH:29][C:28]([O:30][C:31]([CH3:32])([CH3:33])[CH3:34])=[O:35])[cH:15][cH:16][c:17]32)[cH:6][cH:7]1. The reactants are [C-]#N, [C-]#N, CN1CCCC1=O, CCOC(C)=O, O=C1OC2(CCN(c3nc4cc(I)ccc4[nH]3)CC2)c2ccccc21, [Zn+2]. The product is N#Cc1ccc2[nH]c(N3CCC4(CC3)OC(=O)c3ccccc34)nc2c1. RXN SMILES: [C-:39]#[N:40].[C-:42]#[N:43].[CH3:26][N:27]1[CH2:28][CH2:29][CH2:30][C:31]1=[O:32].[CH3:33][CH2:34][O:35][C:36]([CH3:37])=[O:38].[I:1][c:2]1[cH:3][c:4]2[c:5]([nH:6][c:7]([N:9]3[CH2:10][CH2:11][C:12]4([O:13][C:14](=[O:21])[c:15]5[cH:16][cH:17][cH:18][cH:19][c:20]54)[CH2:22][CH2:23]3)[n:8]2)[cH:24][cH:25]1.[Zn+2:41]>>[c:2]1([C:26]#[N:27])[cH:3][c:4]2[c:5]([nH:6][c:7]([N:9]3[CH2:10][CH2:11][C:12]4([O:13][C:14](=[O:21])[c:15]5[cH:16][cH:17][cH:18][cH:19][c:20]54)[CH2:22][CH2:23]3)[n:8]2)[cH:24][cH:25]1.